From a dataset of the Open Reaction Database (ORD), a public repository of structured organic reaction records. describe an organic reaction: reactants, conditions, products, and yield The reactants are CC1(C(=N[C@]2([C@H](S1(=O)=O)C[C@H](OC1=C2C=C(C=C1)[N+](=O)[O-])C)C)NC(OC(C)(C)C)=O)C (tert-butyl ((4aR,6R,11bR)-3,3,6,11b-tetramethyl-10-nitro-4,4-dioxido-4a,5,6,11b-tetrahydro-3H-benzo[6,7]oxepino[4,5-b][1,4]thiazin-2-yl)carbamate). The reagents and catalysts are [Pd] (palladium). Run in C1CCOC1 (THF). Yields the product NC=1C=CC2=C([C@@]3([C@H](S(C(C(=N3)NC(OC(C)(C)C)=O)(C)C)(=O)=O)C[C@H](O2)C)C)C1 (tert-butyl ((4aR,6R,11bR)-10-amino-3,3,6,11b-tetramethyl-4,4-dioxido-4a,5,6,11b-tetrahydro-3H-benzo[6,7]oxepino[4,5-b][1,4]thiazin-2-yl)carbamate). The yield is 98.1%. RXN SMILES: [CH3:1][C:2]1([CH3:32])[S:7](=[O:9])(=[O:8])[C@@H:6]2[CH2:10][C@@H:11]([CH3:22])[O:12][C:13]3[CH:18]=[CH:17][C:16]([N+:19]([O-])=O)=[CH:15][C:14]=3[C@@:5]2([CH3:23])[N:4]=[C:3]1[NH:24][C:25](=[O:31])[O:26][C:27]([CH3:30])([CH3:29])[CH3:28]>C1COCC1.[Pd]>[NH2:19][C:16]1[CH:17]=[CH:18][C:13]2[O:12][C@H:11]([CH3:22])[CH2:10][C@H:6]3[S:7](=[O:8])(=[O:9])[C:2]([CH3:32])([CH3:1])[C:3]([NH:24][C:25](=[O:31])[O:26][C:27]([CH3:28])([CH3:29])[CH3:30])=[N:4][C@:5]3([CH3:23])[C:14]=2[CH:15]=1. Reported procedure: A solution of tert-butyl ((4aR,6R,11bR)-3,3,6,11b-tetramethyl-10-nitro-4,4-dioxido-4a,5,6,11b-tetrahydro-3H-benzo[6,7]oxepino[4,5-b][1,4]thiazin-2-yl)carbamate (50 mg, 0.107 mmol) in THF (1 ml) was hydrogenated under hydrogen balloon in the presence of palladium 10 wt. % on activated carbon (34.1 mg, 0.032 mmol) for 1.5 h. The mixture was filtered through the plug of Celite, filter cake was washed with ethyl acetate. The combined filtrate was concentrated to afford crude tert-butyl ((4aR,6R,11bR... Starting materials: OC1=C(SC(=C1)C)C(=O)OC (Methyl 3-hydroxy-5-methyl-2-thiophenecarboxylate), C(C)(C)N=C(N(C(C)C)C(C)C)O (Triisopropylisourea). The solvent is C(C)#N (acetonitrile). Product: CC(C)OC1=C(SC(=C1)C)C(=O)OC (Methyl 3-(1-methylethoxy)-5-methyl-2-thiophenecarboxylate). Isolated yield 75.6%. RXN SMILES: [OH:1][C:2]1[CH:6]=[C:5]([CH3:7])[S:4][C:3]=1[C:8]([O:10][CH3:11])=[O:9].[CH:12](N=C(O)N(C(C)C)C(C)C)([CH3:14])[CH3:13]>C(#N)C>[CH3:13][CH:12]([O:1][C:2]1[CH:6]=[C:5]([CH3:7])[S:4][C:3]=1[C:8]([O:10][CH3:11])=[O:9])[CH3:14]. Reported procedure: Methyl 3-hydroxy-5-methyl-2-thiophenecarboxylate (20.0 g, 116 mmoles) is dissolved in acetonitrile (450 mL) under argon. Triisopropylisourea (86.6 g, 465 mmoles) is added and the mixture stirred and heated under reflux. After 24 hours the mixture is cooled and the precipitate filtered off, rinsed with cold MeCN and discarded. The filtrate is stripped of solvent by rotary evaporator, then the excess triisopropylisourea is removed by distillation under reduced pressure. The remaining residue is di... The reactants are CCOC(C)=O, C(=NC1CCCCC1)=NC1CCCCC1, O=C1CC(C(=O)O)C1, O=C1CCC(=O)N1O. Yields the product O=C1CC(C(=O)ON2C(=O)CCC2=O)C1. As a reaction SMILES: [CH3:32][CH2:33][O:34][C:35]([CH3:36])=[O:37].[CH:17]1([N:18]=[C:19]=[N:20][CH:21]2[CH2:22][CH2:23][CH2:24][CH2:25][CH2:26]2)[CH2:27][CH2:28][CH2:29][CH2:30][CH2:31]1.[O:9]=[C:10]1[CH2:11][CH:12]([C:14](=[O:15])[OH:16])[CH2:13]1.[OH:1][N:2]1[C:3](=[O:8])[CH2:4][CH2:5][C:6]1=[O:7]>>[O:1]([N:2]1[C:3](=[O:8])[CH2:4][CH2:5][C:6]1=[O:7])[C:14]([CH:12]1[CH2:11][C:10](=[O:9])[CH2:13]1)=[O:15]. The reactants are FC(C#CC(F)(F)F)(F)F (Hexafluoro-2-butyne), ClC1=CC=C(C=C1)C(C)=NO (p-chloroacetophenone oxime), CO (methanol), CC(C)([O-])C.[K+] (potassium tert-butoxide). The solvent is O (water). Product: ClC1=CC(=C(C=C1)C(C)=NO)C(=CC(F)(F)F)C(F)(F)F (p-chloro-0-[1,2-bis(trifluoromethyl)vinyl]acetophenone oxime), 2-(p-chlorophenyl)-4,5-trans-bis(trifluoromethyl)-1-pyrrolin-5-ol. Yield: 7.0%. Reaction SMILES: [F:1][C:2]([F:10])([F:9])[C:3]#[C:4][C:5]([F:8])([F:7])[F:6].[Cl:11][C:12]1[CH:17]=[CH:16][C:15]([C:18](=[N:20][OH:21])[CH3:19])=[CH:14][CH:13]=1.CO.CC(C)([O-])C.[K+]>O>[Cl:11][C:12]1[CH:13]=[CH:14][C:15]([C:18](=[N:20][OH:21])[CH3:19])=[C:16]([C:4]([C:5]([F:8])([F:7])[F:6])=[CH:3][C:2]([F:10])([F:9])[F:1])[CH:17]=1 |f:3.4|. Procedure: Hexafluoro-2-butyne is slowly bubbled through a 55°-60° C. solution of p-chloroacetophenone oxime (17.0 g, 0.10 mol), methanol (80 mL) and potassium tert-butoxide (1.12 g, 0.01 mol) over a 5 hour period. The solvent is removed in vacuo to obtain a liquid which is poured into water and extracted with ether. The combined organic extracts are washed sequentially with water and brine, dried over anhydrous sodium sulfate and concentrated in vacuo to give an oil. The oil is chromatographed using silic... Starting materials: [Al+3], O=C(O)C12CC3CC(CC(O)(C3)C1)C2, [H-], [H-], [H-], [H-], [Li+], C1CCOC1. The product is OCC12CC3CC(CC(O)(C3)C1)C2. Reaction SMILES: [Al+3:2].[C:7](=[O:8])([OH:9])[C:10]12[CH2:11][C:12]3([OH:20])[CH2:13][CH:14]([CH2:15][CH:16]([CH2:17]1)[CH2:18]3)[CH2:19]2.[H-:1].[H-:4].[H-:5].[H-:6].[Li+:3].[O:21]1[CH2:22][CH2:23][CH2:24][CH2:25]1>>[CH2:7]([OH:8])[C:10]12[CH2:11][C:12]3([OH:20])[CH2:13][CH:14]([CH2:15][CH:16]([CH2:17]1)[CH2:18]3)[CH2:19]2. Reactants: amino, S(O)(O)(=O)=O (sulfuric acid), phthalimido, C1(C=2C(C(N1CCCC(OCC)OCC)=O)=CC=CC2)=O (1-phthalimido-4,4-diethoxybutane). The solvent is C(C)OC(CCCN)OCC (4,4-diethoxybutylamine). Product: C1(C=2C(C(N1CCCC=O)=O)=CC=CC2)=O (4-phthalimidobutanal). As a reaction SMILES: [C:1]1(=[O:21])[N:5]([CH2:6][CH2:7][CH2:8][CH:9](OCC)[O:10]CC)[C:4](=[O:16])[C:3]2=[CH:17][CH:18]=[CH:19][CH:20]=[C:2]12.S(=O)(=O)(O)O>C(OC(OCC)CCCN)C>[C:4]1(=[O:16])[N:5]([CH2:6][CH2:7][CH2:8][CH:9]=[O:10])[C:1](=[O:21])[C:2]2=[CH:20][CH:19]=[CH:18][CH:17]=[C:3]12. Reported procedure: Protect the amino function in 4,4-diethoxybutylamine by conversion thereof to a phthalimido function. Hydrolyze the resultant 1-phthalimido-4,4-diethoxybutane with 1N aqueous sulfuric acid at 25° C to obtain 4-phthalimidobutanal. Subject the compound to reductive amination using ammonium chloride and sodium cyanoborohydride in aqueous methanol at 25° C to obtain 4-phthalimidobutylamine.